From a dataset of the Open Reaction Database (ORD), a public repository of structured organic reaction records. describe an organic reaction: reactants, conditions, products, and yield The reactants are FC=1C=C(N)C=CC1N1CCOCC1 (3-fluoro-4-morpholinoaniline), C[Al](C)C (trimethylaluminium), COC(\C=C(\C)/NC(COC1=CC(=CC(=C1)F)F)=O)=O ((Z)-methyl-3-(2-(3,5-difluorophenoxy)acetamido)but-2-enoate). Run in C(Cl)Cl (DCM), C(Cl)Cl (DCM). Run at time 0.5 hour. Yields the product FC=1C=C(OCC2=NC(=CC(N2C2=CC(=C(C=C2)N2CCOCC2)F)=O)C)C=C(C1)F (2-((3,5-difluorophenoxy)methyl)-3-(3-fluoro-4-morpholinophenyl)-6-methyl-pyrimidin-4(3H)-one). Isolated yield 60.6%. As a reaction SMILES: [F:1][C:2]1[CH:3]=[C:4]([CH:6]=[CH:7][C:8]=1[N:9]1[CH2:14][CH2:13][O:12][CH2:11][CH2:10]1)[NH2:5].C[Al](C)C.C[O:20][C:21](=O)/[CH:22]=[C:23](\[NH:25][C:26](=O)[CH2:27][O:28][C:29]1[CH:34]=[C:33]([F:35])[CH:32]=[C:31]([F:36])[CH:30]=1)/[CH3:24]>C(Cl)Cl>[F:35][C:33]1[CH:34]=[C:29]([CH:30]=[C:31]([F:36])[CH:32]=1)[O:28][CH2:27][C:26]1[N:5]([C:4]2[CH:6]=[CH:7][C:8]([N:9]3[CH2:14][CH2:13][O:12][CH2:11][CH2:10]3)=[C:2]([F:1])[CH:3]=2)[C:21](=[O:20])[CH:22]=[C:23]([CH3:24])[N:25]=1. Reported procedure: To a solution of 3-fluoro-4-morpholinoaniline (0.81 g, 4.13 mmol) in DCM (15 mL) was added trimethylaluminium (6.2 mL, 12.4 mmol, 2 M in toluene) and the mixture was stirred at rt for 0.5 h. A solution of (Z)-methyl-3-(2-(3,5-difluorophenoxy)acetamido)but-2-enoate (1.18 g, 4.14 mmol) in DCM (5 mL) was added slowly and the resulting mixture was stirred at rt for 12 h. The mixture was quenched with saturated NH4Cl aqueous solution and extracted with CH2Cl2 (50 mL×2). The combined organic phases we... Reactants: Cl.NC1CC(CC1)O (3-Amino-cyclopentanol hydrochloride), C1(=CC=CC=C1)S(=O)(=O)N1C=CC=2C1=NC=C(C2Cl)[N+](=O)[O-] (1-Benzenesulfonyl-4-chloro-5-nitro-1H-pyrrolo[2,3-b]pyridine), C(C)(C)N(CC)C(C)C (diisopropylethylamine). The solvent is C(C)O (ethanol). Conditions: temperature 80 celsius, time 3 hour. Yields the product C1(=CC=CC=C1)S(=O)(=O)N1C=CC=2C1=NC=C(C2NC2CC(CC2)O)[N+](=O)[O-] (3-(1-Benzenesulfonyl-5-nitro-1H-pyrrolo[2,3-b]pyridin-4-ylamino)-cyclopentanol). Yield: 109.5%. Reaction SMILES: Cl.[NH2:2][CH:3]1[CH2:7][CH2:6][CH:5]([OH:8])[CH2:4]1.[C:9]1([S:15]([N:18]2[C:22]3=[N:23][CH:24]=[C:25]([N+:28]([O-:30])=[O:29])[C:26](Cl)=[C:21]3[CH:20]=[CH:19]2)(=[O:17])=[O:16])[CH:14]=[CH:13][CH:12]=[CH:11][CH:10]=1.C(N(C(C)C)CC)(C)C>C(O)C>[C:9]1([S:15]([N:18]2[C:22]3=[N:23][CH:24]=[C:25]([N+:28]([O-:30])=[O:29])[C:26]([NH:2][CH:3]4[CH2:7][CH2:6][CH:5]([OH:8])[CH2:4]4)=[C:21]3[CH:20]=[CH:19]2)(=[O:16])=[O:17])[CH:10]=[CH:11][CH:12]=[CH:13][CH:14]=1 |f:0.1|. Reported procedure: A mixture of 3-Amino-cyclopentanol hydrochloride (0.9 g, 5.9 mmol), 1-Benzenesulfonyl-4-chloro-5-nitro-1H-pyrrolo[2,3-b]pyridine (2.0 g, 5.9 mmol) and diisopropylethylamine (2.3 g, 17.7 mmol) in ethanol (100 mL) was stirred at 80° C. for 3 hours. The reaction mixture was purified by column chromatography (Hexanes/ethyl acetate=3:1) to give 2.6 g (76%) of 3-(1-Benzenesulfonyl-5-nitro-1H-pyrrolo[2,3-b]pyridin-4-ylamino)-cyclopentanol; 1H NMR (400 MHz, CDCl3) δ: 9.56 (s, 1H), 9.54 (s, 1H), 8.19-8.1... The reactants are COC1=CC=C(C=C1C(=O)O)C(=O)N (6-methoxyisophthalamic acid), FC(C1=CC=C(N)C=C1)(F)F (4-trifluoromethylaniline). Yields the product COC1=C(C=C(C(=O)N)C=C1)C(=O)NC1=CC=C(C=C1)C(F)(F)F (4-methoxy-3-N-(4-trifluoromethylphenyl)isophthalamide). Reaction SMILES: [CH3:1][O:2][C:3]1[C:8]([C:9]([OH:11])=O)=[CH:7][C:6]([C:12]([NH2:14])=[O:13])=[CH:5][CH:4]=1.[F:15][C:16]([F:25])([F:24])[C:17]1[CH:23]=[CH:22][C:20]([NH2:21])=[CH:19][CH:18]=1>>[CH3:1][O:2][C:3]1[CH:4]=[CH:5][C:6]([C:12]([NH2:14])=[O:13])=[CH:7][C:8]=1[C:9]([NH:21][C:20]1[CH:22]=[CH:23][C:17]([C:16]([F:15])([F:24])[F:25])=[CH:18][CH:19]=1)=[O:11]. Procedure details: The captioned compound was synthesized from 6-methoxyisophthalamic acid and 4-trifluoromethylaniline by the same procedure as in the manufacturing method described in step C of Example 1-3-1. Reported procedure: The 2-(2'-nitro-4-biphenylyl)propionic acid is readily prepared in the following manner: 2-nitrobiphenyl is acylated with acetyl chloride, giving 4-acetyl-2'-nitrobiphenyl. This is converted with chloroacetonitrile under alkaline conditions to the intermediate isomeric 2-methyl-2-[4-(2'-nitrophenyl)]glycidonitriles which, when treated with lithium perchlorate and then base, is isomerized to methyl 2-(2'-nitro-4-biphenylyl)propionate. Saponificiation of the latter gives the desired 2-(2'-nitro-4-... Reactants: ClCC#N (chloroacetonitrile), [N+](=O)([O-])C1=C(C=CC=C1)C1=CC=C(C=C1)C(C(=O)OC)C (methyl 2-(2'-nitro-4-biphenylyl)propionate), 2-methyl-2-[4-(2'-nitrophenyl)]glycidonitriles, Cl(=O)(=O)(=O)[O-].[Li+] (lithium perchlorate). The product is [N+](=O)([O-])C1=C(C=CC=C1)C1=CC=C(C=C1)C(C(=O)O)C (2-(2'-nitro-4-biphenylyl)propionic acid). Reaction SMILES: ClCC#N.Cl([O-])(=O)(=O)=O.[Li+].[N+:11]([C:14]1[CH:19]=[CH:18][CH:17]=[CH:16][C:15]=1[C:20]1[CH:25]=[CH:24][C:23]([CH:26]([CH3:31])[C:27]([O:29]C)=[O:28])=[CH:22][CH:21]=1)([O-:13])=[O:12]>>[N+:11]([C:14]1[CH:19]=[CH:18][CH:17]=[CH:16][C:15]=1[C:20]1[CH:25]=[CH:24][C:23]([CH:26]([CH3:31])[C:27]([OH:29])=[O:28])=[CH:22][CH:21]=1)([O-:13])=[O:12] |f:1.2|. Reactants: O=C(N=C=S)c1ccccc1, ClCCl, C#CCc1c(C)nc2c(OCc3c(C)cccc3N)cccn12. The product is C#CCc1c(C)nc2c(OCc3c(C)cccc3NC(=S)NC(=O)c3ccccc3)cccn12. As a reaction SMILES: [C:24]([c:25]1[cH:26][cH:27][cH:28][cH:29][cH:30]1)(=[O:31])[N:32]=[C:33]=[S:34].[Cl:35][CH2:36][Cl:37].[NH2:1][c:2]1[c:3]([CH2:4][O:5][c:6]2[c:7]3[n:8]([cH:9][cH:10][cH:11]2)[c:12]([CH2:16][C:17]#[CH:18])[c:13]([CH3:15])[n:14]3)[c:19]([CH3:23])[cH:20][cH:21][cH:22]1>>[NH:1]([c:2]1[c:3]([CH2:4][O:5][c:6]2[c:7]3[n:8]([cH:9][cH:10][cH:11]2)[c:12]([CH2:16][C:17]#[CH:18])[c:13]([CH3:15])[n:14]3)[c:19]([CH3:23])[cH:20][cH:21][cH:22]1)[C:33]([NH:32][C:24]([c:25]1[cH:26][cH:27][cH:28][cH:29][cH:30]1)=[O:31])=[S:34]. Starting materials: Cl, O=[N+]([O-])c1ccc(CN2CCSC2)cc1, Cl[Sn](Cl)(Cl)Cl. Product: Nc1ccc(CN2CCSC2)cc1. RXN SMILES: [ClH:21].[N+:1]([O-:2])(=[O:3])[c:4]1[cH:5][cH:6][c:7]([CH2:8][N:9]2[CH2:10][S:11][CH2:12][CH2:13]2)[cH:14][cH:15]1.[Sn:16]([Cl:17])([Cl:18])([Cl:19])[Cl:20]>>[NH2:1][c:4]1[cH:5][cH:6][c:7]([CH2:8][N:9]2[CH2:10][S:11][CH2:12][CH2:13]2)[cH:14][cH:15]1. The reactants are COC(=O)COc1ccc(Cl)c2nc(C)c(Cc3ccc(Cl)cc3)c(OC)c12, CO, [Li+], [OH-], O. Product: COc1c(Cc2ccc(Cl)cc2)c(C)nc2c(Cl)ccc(OCC(=O)O)c12. RXN SMILES: [CH3:1][O:2][C:3]([CH2:4][O:5][c:6]1[c:7]2[c:8]([O:26][CH3:27])[c:9]([CH2:18][c:19]3[cH:20][cH:21][c:22]([Cl:25])[cH:23][cH:24]3)[c:10]([CH3:17])[n:11][c:12]2[c:13]([Cl:16])[cH:14][cH:15]1)=[O:28].[CH3:29][OH:30].[Li+:31].[OH-:32].[OH2:33]>>[O:2]=[C:3]([CH2:4][O:5][c:6]1[c:7]2[c:8]([O:26][CH3:27])[c:9]([CH2:18][c:19]3[cH:20][cH:21][c:22]([Cl:25])[cH:23][cH:24]3)[c:10]([CH3:17])[n:11][c:12]2[c:13]([Cl:16])[cH:14][cH:15]1)[OH:28].